Dataset: the Open Reaction Database (ORD), a public repository of structured organic reaction records. Task: describe an organic reaction: reactants, conditions, products, and yield Reactants: NC(C(C)NC(=O)C1=NC=CN=C1)(C1=CC=C(C=C1)F)C1=CC=C(C=C1)F (N-[2-amino-2,2-bis(4-fluorophenyl)-1-methylethyl]-2-pyrazinecarboxamide), P(Cl)(Cl)(Cl)(Cl)Cl (phosphorus pentachloride), [OH-].[Na+] (sodium hydroxide). The solvent is C1=CC=CC=C1 (benzene). Run at temperature 50 celsius, time 3 day. Product: FC1=CC=C(C=C1)C1(N=C(NC1C)C1=NC=CN=C1)C1=CC=C(C=C1)F (4,4-bis(4-fluorophenyl)-5-methyl-2-pyrazinyl-2-imidazoline). The yield is 67.0%. As a reaction SMILES: [NH2:1][C:2]([C:21]1[CH:26]=[CH:25][C:24]([F:27])=[CH:23][CH:22]=1)([C:14]1[CH:19]=[CH:18][C:17]([F:20])=[CH:16][CH:15]=1)[CH:3]([NH:5][C:6]([C:8]1[CH:13]=[N:12][CH:11]=[CH:10][N:9]=1)=O)[CH3:4].P(Cl)(Cl)(Cl)(Cl)Cl.[OH-].[Na+]>C1C=CC=CC=1>[F:20][C:17]1[CH:18]=[CH:19][C:14]([C:2]2([C:21]3[CH:26]=[CH:25][C:24]([F:27])=[CH:23][CH:22]=3)[CH:3]([CH3:4])[NH:5][C:6]([C:8]3[CH:13]=[N:12][CH:11]=[CH:10][N:9]=3)=[N:1]2)=[CH:15][CH:16]=1 |f:2.3|. Reported procedure: To a solution of the above-mentioned amide compound (157 mg) in benzene (4 mL) was added phosphorus pentachloride (266 mg), and the mixture was stirred at 50° C. for 3 days. After cooling to room temperature, to the reaction mixture was added 2N sodium hydroxide aqueous solution (4 ml), and the reaction mixture was stirred for an additional 30 minutes. The obtained mixture was extracted with chloroform thrice, and dried over anhydrous magnesium sulfate. The solvent was evaporated in vacuo, and t...